The task is: describe an organic reaction: reactants, conditions, products, and yield. This data is from the Open Reaction Database (ORD), a public repository of structured organic reaction records. Procedure details: 104 ml (728 mmol) of a 7N methanolic ammonia solution were added dropwise to a cooled solution of 47 g (145 mmol) of 3,5-dichloro-3-(2-ethoxypyridin-3-yl)-1,3-dihydroindol-2-one in 250 ml of dichloromethane under a nitrogen atmosphere, and the reaction mixture was then stirred at room temperature overnight. 250 ml of water and 250 ml of dichloromethane were added to the reaction mixture. After stirring for 5 min, a white solid was precipitated and filtered off and washed with water and dichlorom... Run at time 8 hour. Starting materials: N (ammonia), ClC1(C(NC2=CC=C(C=C12)Cl)=O)C=1C(=NC=CC1)OCC (3,5-dichloro-3-(2-ethoxypyridin-3-yl)-1,3-dihydroindol-2-one), O (water). The solvent is ClCCl (dichloromethane), ClCCl (dichloromethane). Product: NC1(C(NC2=CC=C(C=C12)Cl)=O)C=1C(=NC=CC1)OCC (3-Amino-5-chloro-3-(2-ethoxypyridin-3-yl)-1,3-dihydroindol-2-one). RXN SMILES: [NH3:1].Cl[C:3]1([C:14]2[C:15]([O:20][CH2:21][CH3:22])=[N:16][CH:17]=[CH:18][CH:19]=2)[C:11]2[C:6](=[CH:7][CH:8]=[C:9]([Cl:12])[CH:10]=2)[NH:5][C:4]1=[O:13].O>ClCCl>[NH2:1][C:3]1([C:14]2[C:15]([O:20][CH2:21][CH3:22])=[N:16][CH:17]=[CH:18][CH:19]=2)[C:11]2[C:6](=[CH:7][CH:8]=[C:9]([Cl:12])[CH:10]=2)[NH:5][C:4]1=[O:13]. Reactants: C(C)(C)(C)NS(=O)(=O)C=1C=NC=C(C1)C1=NN=C(C=2N1C=CC2C2=CC=CC=C2)Cl (N-(tert-butyl)-5-(1-chloro-8-phenylpyrrolo[1,2-d][1,2,4]triazin-4-yl)pyridine-3-sulfonamide), C(C1=CC=CC=C1)N (benzylamine). Solvent: ice, O1CCOCC1 (1,4-dioxane). Conditions: temperature 100 celsius. Product: C(C1=CC=CC=C1)NC=1C=2N(C(=NN1)C=1C=C(C=NC1)S(=O)(=O)NC(C)(C)C)C=CC2C2=CC=CC=C2 (5-(1-(benzylamino)-8-phenylpyrrolo[1,2-d][1,2,4]triazin-4-yl)-N-(tert-butyl)pyridine-3-sulfonamide). The yield is 129.5%. As a reaction SMILES: [C:1]([NH:5][S:6]([C:9]1[CH:10]=[N:11][CH:12]=[C:13]([C:15]2[N:20]3[CH:21]=[CH:22][C:23]([C:24]4[CH:29]=[CH:28][CH:27]=[CH:26][CH:25]=4)=[C:19]3[C:18](Cl)=[N:17][N:16]=2)[CH:14]=1)(=[O:8])=[O:7])([CH3:4])([CH3:3])[CH3:2].[CH2:31]([NH2:38])[C:32]1[CH:37]=[CH:36][CH:35]=[CH:34][CH:33]=1>O1CCOCC1>[CH2:31]([NH:38][C:18]1[C:19]2[N:20]([CH:21]=[CH:22][C:23]=2[C:24]2[CH:29]=[CH:28][CH:27]=[CH:26][CH:25]=2)[C:15]([C:13]2[CH:14]=[C:9]([S:6]([NH:5][C:1]([CH3:4])([CH3:3])[CH3:2])(=[O:8])=[O:7])[CH:10]=[N:11][CH:12]=2)=[N:16][N:17]=1)[C:32]1[CH:37]=[CH:36][CH:35]=[CH:34][CH:33]=1. Procedure details: To a solution of N-(tert-butyl)-5-(1-chloro-8-phenylpyrrolo[1,2-d][1,2,4]triazin-4-yl)pyridine-3-sulfonamide (0.100 g, 0.226 mmol) in 1,4-dioxane (10 mL) was added benzylamine (0.124 mL, 1.13 mmol) at room temperature. The resulting reaction mixture was heated at 100° C. for 12 h in a sealed tube. The reaction mixture was diluted with ice cold water (150 mL) and extracted with ethyl acetate (2×50 mL). The combined organic layer was dried over anhydrous sodium sulfate, filtered and evaporated und... Starting materials: CCOC(=O)c1cn(C(=O)OC(C)(C)C)nc1OCOC, CO, [Li+], C1CCOC1, [OH-], O, O. Product: CCOC(=O)c1c[nH]nc1OCOC. RXN SMILES: [CH3:1][O:2][CH2:3][O:4][c:5]1[n:6][n:7]([C:15]([O:16][C:17]([CH3:18])([CH3:19])[CH3:20])=[O:21])[cH:8][c:9]1[C:10](=[O:11])[O:12][CH2:13][CH3:14].[CH3:30][OH:31].[Li+:24].[O:25]1[CH2:26][CH2:27][CH2:28][CH2:29]1.[OH-:23].[OH2:22].[OH2:32]>>[CH3:1][O:2][CH2:3][O:4][c:5]1[n:6][nH:7][cH:8][c:9]1[C:10](=[O:11])[O:12][CH2:13][CH3:14]. The reactants are C(C)(C)(C)OC(=O)NCC1N(CCCC1)S(=O)(=O)C=1C=2C(=CN=CC2C=CC1)Cl (2-[(tert-butoxycarbonylamino) methyl]-1-(4-chloro-5-isoquinolinesulfonyl)piperidine), BrC1=CN=CC=2C=CC=C(C12)S(=O)(=O)Cl (4-bromo-5-isoquinolinesulfonyl chloride), C(C)(C)(C)OC(=O)N[C@@H]1CNCC1 ((S)-3-(tert-butoxycarbonylamino)pyrrolidine). Yields the product NCC1N(CCCC1)S(=O)(=O)C=1C=2C(=CN=CC2C=CC1)Cl (2-(Aminomethyl)-1-(4-chloro-5-isoquinolinesulfonyl)piperidine), Cl (hydrochloride). As a reaction SMILES: BrC1C2C(S([Cl:15])(=O)=O)=CC=CC=2C=NC=1.C(OC(N[C@H]1CCNC1)=O)(C)(C)C.C(OC([NH:36][CH2:37][CH:38]1[CH2:43][CH2:42][CH2:41][CH2:40][N:39]1[S:44]([C:47]1[C:48]2[C:49]([Cl:57])=[CH:50][N:51]=[CH:52][C:53]=2[CH:54]=[CH:55][CH:56]=1)(=[O:46])=[O:45])=O)(C)(C)C>>[NH2:36][CH2:37][CH:38]1[CH2:43][CH2:42][CH2:41][CH2:40][N:39]1[S:44]([C:47]1[C:48]2[C:49]([Cl:57])=[CH:50][N:51]=[CH:52][C:53]=2[CH:54]=[CH:55][CH:56]=1)(=[O:46])=[O:45].[ClH:15]. Reported procedure: 4-Chloro-5-isoquinolinesulfonyl chloride obtained in Reference Example 7 and 2-(tert-butoxycarbonylaminomethyl)piperidine (Aldrich) were used in the method of Example 1-1, Step A instead of 4-bromo-5-isoquinolinesulfonyl chloride and (S)-3-(tert-butoxycarbonylamino)pyrrolidine, respectively, to prepare 2-[(tert-butoxycarbonylamino) methyl]-1-(4-chloro-5-isoquinolinesulfonyl)piperidine, and then the resultant was used in the method of Example 1-1, Step B to obtain the title compound as hydrochlor... Reactants: [N+](=O)([O-])C=1C=C(C(=O)C2=NC=CC=C2)C=CC1N (2-(3-nitro-4-aminobenzoyl)pyridine), [H][H] (hydrogen). Reagents/catalysts: [Pd] (palladium on carbon). Solvent: O1CCCC1 (tetrahydrofuran). The product is NC=1C=C(C(=O)C2=NC=CC=C2)C=CC1N (2-(3,4-diaminobenzoyl)pyridine). As a reaction SMILES: [N+:1]([C:4]1[CH:5]=[C:6]([CH:15]=[CH:16][C:17]=1[NH2:18])[C:7]([C:9]1[CH:14]=[CH:13][CH:12]=[CH:11][N:10]=1)=[O:8])([O-])=O.[H][H]>O1CCCC1.[Pd]>[NH2:1][C:4]1[CH:5]=[C:6]([CH:15]=[CH:16][C:17]=1[NH2:18])[C:7]([C:9]1[CH:14]=[CH:13][CH:12]=[CH:11][N:10]=1)=[O:8]. Procedure: A suspension of 20 g. (0.082 mol) of 2-(3-nitro-4-aminobenzoyl)pyridine in 1 liter of tetrahydrofuran containing 5 g. of 5% palladium on carbon was reduced with hydrogen under a pressure of 3 atmospheres. The resulting mixture was filtered and concentrated in vacuo to a reddish oil which was dissolved in a minimum amount of methylene chloride and diluted with petroleum ether to yield 2-(3,4-diaminobenzoyl)pyridine as a slightly unstable yellow solid, mp. 137° -138° C. (water).